From a dataset of the Open Reaction Database (ORD), a public repository of structured organic reaction records. describe an organic reaction: reactants, conditions, products, and yield Starting materials: C([O-])(O)=O.[Na+] (sodium bicarbonate), CC(C(=O)OC(C)(C)C)(C)OC[C@H]1C[C@H](CCC1)OC1OCCCC1 (tert-butyl 2-methyl-2-[(1R,3S)-3-(tetrahydropyran-2-yloxy)cyclohexylmethoxy]-propionate), C=1(C(=CC=CC1)S(=O)(=O)O)C (toluenesulfonic acid), O.C=1(C(=CC=CC1)S(=O)(=O)O)C (toluenesulfonic acid monohydrate). Solvent: C(C)(C)O (isopropanol). Reaction conditions: time 4 day. The product is O[C@@H]1C[C@@H](CCC1)COC(C(=O)OC(C)(C)C)(C)C (tert-Butyl 2-((1R,3S)-3-hydroxycyclohexylmethoxy)-2-methylpropionate). As a reaction SMILES: [CH3:1][C:2]([O:11][CH2:12][C@@H:13]1[CH2:18][CH2:17][CH2:16][C@H:15]([O:19]C2CCCCO2)[CH2:14]1)([CH3:10])[C:3]([O:5][C:6]([CH3:9])([CH3:8])[CH3:7])=[O:4].O.C1(C)C(S(O)(=O)=O)=CC=CC=1.C1(C)C(S(O)(=O)=O)=CC=CC=1.C(=O)(O)[O-].[Na+]>C(O)(C)C>[OH:19][C@H:15]1[CH2:16][CH2:17][CH2:18][C@@H:13]([CH2:12][O:11][C:2]([CH3:10])([CH3:1])[C:3]([O:5][C:6]([CH3:9])([CH3:8])[CH3:7])=[O:4])[CH2:14]1 |f:1.2,4.5|. Procedure details: 29 g of tert-butyl 2-methyl-2-[(1R,3S)-3-(tetrahydropyran-2-yloxy)cyclohexylmethoxy]-propionate are dissolved in 150 ml of isopropanol, and 2.3 g of toluenesulfonic acid monohydrate are added. After the toluenesulfonic acid has completely dissolved, the solution is left to stand for 4 days and then mixed with saturated sodium bicarbonate solution and partly concentrated. The residue is taken up MTBE/water, the phases are separated, the aqueous phase is extracted with MTBE, and the combined organ... Yields the product Cc1c(CC(N)=O)c2cc(OCC(=O)O)ccc2n1Cc1ccccc1. The reactants are CCOC(=O)COc1ccc2c(c1)c(CC(N)=O)c(C)n2Cc1ccccc1, C1CCOC1, CCO, Cl, [Na+], [OH-]. As a reaction SMILES: [CH2:1]([CH3:2])[O:3][C:4]([CH2:5][O:6][c:7]1[cH:8][c:9]2[c:10]([CH2:24][C:25](=[O:26])[NH2:27])[c:11]([CH3:23])[n:12]([CH2:16][c:17]3[cH:18][cH:19][cH:20][cH:21][cH:22]3)[c:13]2[cH:14][cH:15]1)=[O:28].[CH2:35]1[O:36][CH2:37][CH2:38][CH2:39]1.[CH3:32][CH2:33][OH:34].[ClH:31].[Na+:30].[OH-:29]>>[O:3]=[C:4]([CH2:5][O:6][c:7]1[cH:8][c:9]2[c:10]([CH2:24][C:25](=[O:26])[NH2:27])[c:11]([CH3:23])[n:12]([CH2:16][c:17]3[cH:18][cH:19][cH:20][cH:21][cH:22]3)[c:13]2[cH:14][cH:15]1)[OH:28].